Dataset: the Open Reaction Database (ORD), a public repository of structured organic reaction records. Task: describe an organic reaction: reactants, conditions, products, and yield Starting materials: OB(O)O, Cl, F, O=N[O-], CCOC(=O)C(O)c1ccc(-c2ccccc2N)cc1, [Na+], O. Yields the product CCOC(=O)C(O)c1ccc(-c2ccccc2F)cc1. As a reaction SMILES: [B:26]([OH:27])([OH:28])[OH:29].[ClH:21].[FH:30].[N:22]([O-:23])=[O:24].[NH2:1][c:2]1[c:3](-[c:8]2[cH:9][cH:10][c:11]([CH:14]([C:15](=[O:16])[O:17][CH2:18][CH3:19])[OH:20])[cH:12][cH:13]2)[cH:4][cH:5][cH:6][cH:7]1.[Na+:25].[OH2:31]>>[c:2]1([F:30])[c:3](-[c:8]2[cH:9][cH:10][c:11]([CH:14]([C:15](=[O:16])[O:17][CH2:18][CH3:19])[OH:20])[cH:12][cH:13]2)[cH:4][cH:5][cH:6][cH:7]1. Reactants: C(CC(=O)C)(=O)OCC (ethyl acetoacetate), ClC1=C(C=CC=C1)C=1C(=C(NN1)N)C1=CC=C(C=C1)Cl (5-(2-chlorophenyl)-4-(4-chlorophenyl)-2H-pyrazol-3-ylamine), C(C)OCC (diethyl ether). Run in C(C)(=O)O (acetic acid). Conditions: temperature 100 celsius. The product is ClC1=CC=C(C=C1)C=1C(=NN2C1N=C(C=C2O)C)C2=C(C=CC=C2)Cl (3-(4-Chlorophenyl)-2-(2-chlorophenyl)-5-methylpyrazolo[1,5-a]pyrimidin-7-ol). RXN SMILES: [Cl:1][C:2]1[CH:7]=[CH:6][CH:5]=[CH:4][C:3]=1[C:8]1[C:9]([C:14]2[CH:19]=[CH:18][C:17]([Cl:20])=[CH:16][CH:15]=2)=[C:10]([NH2:13])[NH:11][N:12]=1.[C:21](OCC)(=[O:26])[CH2:22][C:23]([CH3:25])=O.C(OCC)C>C(O)(=O)C>[Cl:20][C:17]1[CH:16]=[CH:15][C:14]([C:9]2[C:8]([C:3]3[CH:4]=[CH:5][CH:6]=[CH:7][C:2]=3[Cl:1])=[N:12][N:11]3[C:21]([OH:26])=[CH:22][C:23]([CH3:25])=[N:13][C:10]=23)=[CH:19][CH:18]=1. Reported procedure: To a mixture of 5-(2-chlorophenyl)-4-(4-chlorophenyl)-2H-pyrazol-3-ylamine (I-3A-1b; 3.00 g, 9.86 mmol) in acetic acid (12 ml) was added ethyl acetoacetate (1.63 ml, 12.8 mmol). The reaction was heated at 100° C. for 16 hours. After cooling to room temperature, the precipitated solid was isolated by vacuum filtration and then repulped from diethyl ether to afford I-3A-4a (1.1 g, 30%) as a colorless solid: +ESI MS (M+1) 370.0; 1H NMR (400 MHz, DMSO-d6) δ 12.12 (s, 1H), 7.45–7.33 (m, 6H), 7.13 (d,...